This data is from the Open Reaction Database (ORD), a public repository of structured organic reaction records. The task is: describe an organic reaction: reactants, conditions, products, and yield Reactants: CCc1nc2ccccc2n1-c1nc(N2CCOCC2)c2nc(CN3CCN(C(=O)C4(NC(=O)OC(C)(C)C)CC4)CC3(C)C)n(C)c2n1, ClCCl, O=C(O)C(F)(F)F. Product: CCc1nc2ccccc2n1-c1nc(N2CCOCC2)c2nc(CN3CCN(C(=O)C4(N)CC4)CC3(C)C)n(C)c2n1. As a reaction SMILES: [C:1]([O:2][C:3](=[O:4])[NH:7][C:8]1([C:11](=[O:12])[N:13]2[CH2:14][C:15]([CH3:47])([CH3:48])[N:16]([CH2:19][c:20]3[n:21]([CH3:46])[c:22]4[n:23][c:24](-[n:35]5[c:36]([CH2:44][CH3:45])[n:37][c:38]6[c:39]5[cH:40][cH:41][cH:42][cH:43]6)[n:25][c:26]([N:29]5[CH2:30][CH2:31][O:32][CH2:33][CH2:34]5)[c:27]4[n:28]3)[CH2:17][CH2:18]2)[CH2:9][CH2:10]1)([CH3:5])([CH3:6])[CH3:49].[Cl:57][CH2:58][Cl:59].[F:50][C:51]([F:52])([F:53])[C:54]([OH:55])=[O:56]>>[NH2:7][C:8]1([C:11](=[O:12])[N:13]2[CH2:14][C:15]([CH3:47])([CH3:48])[N:16]([CH2:19][c:20]3[n:21]([CH3:46])[c:22]4[n:23][c:24](-[n:35]5[c:36]([CH2:44][CH3:45])[n:37][c:38]6[c:39]5[cH:40][cH:41][cH:42][cH:43]6)[n:25][c:26]([N:29]5[CH2:30][CH2:31][O:32][CH2:33][CH2:34]5)[c:27]4[n:28]3)[CH2:17][CH2:18]2)[CH2:9][CH2:10]1. Reactants: C1CNCCC=2NC=3C=CC=CC3C21 (1,2,3,4,5,6-hexahydroazepino[4,5-b]indole), Na(CN)BH3. Run in FC(C(=O)O)(F)F (trifluoroacetic acid), CO (MeOH). Run at time 1 hour. Product: C1CNCC[C@@H]2NC=3C=CC=CC3[C@@H]21 ((5aS*,10bS*)-1,2,3,4,5,5a,6,10b-octahydroazepino[4,5-b]indole). Isolated yield 68.0%. RXN SMILES: [CH2:1]1[C:14]2[C:13]3[CH:12]=[CH:11][CH:10]=[CH:9][C:8]=3[NH:7][C:6]=2[CH2:5][CH2:4][NH:3][CH2:2]1>FC(F)(F)C(O)=O.CO>[CH2:1]1[C@@H:14]2[C@@H:6]([NH:7][C:8]3[CH:9]=[CH:10][CH:11]=[CH:12][C:13]=32)[CH2:5][CH2:4][NH:3][CH2:2]1. Procedure: A solution of 1,2,3,4,5,6-hexahydroazepino[4,5-b]indole (0.93 g, 5.0 mmol) in trifluoroacetic acid (17 mL) was cooled to 0° C., and treated with a freshly prepared solution of Na(CN)BH3 (1.57 g, 25 mmol) in MeOH (4 mL). The cooling bath was removed and the reaction mixture was stirred at room temperature for 1 h, then treated with water (75 mL), stirred for an additional 15 minutes before adjusting the pH to 14 with 45% KOH (aqueous). The resulting solution was extracted with EtOAc (3×40 mL), an... The reactants are O=C1CCC(=O)N1Br, CCOC(C)=O, CN(C)C=O, CC(=O)c1cc(-c2nnn[nH]2)ccc1O. Yields the product CC(=O)c1cc(-c2nnn[nH]2)cc(Br)c1O. Reaction SMILES: [Br:16][N:17]1[C:18](=[O:19])[CH2:20][CH2:21][C:22]1=[O:23].[CH3:29][CH2:30][O:31][C:32]([CH3:33])=[O:34].[O:24]=[CH:25][N:26]([CH3:27])[CH3:28].[OH:1][c:2]1[c:3]([C:13]([CH3:14])=[O:15])[cH:4][c:5](-[c:8]2[n:9][n:10][n:11][nH:12]2)[cH:6][cH:7]1>>[OH:1][c:2]1[c:3]([C:13]([CH3:14])=[O:15])[cH:4][c:5](-[c:8]2[n:9][n:10][n:11][nH:12]2)[cH:6][c:7]1[Br:16].